Dataset: the Open Reaction Database (ORD), a public repository of structured organic reaction records. Task: describe an organic reaction: reactants, conditions, products, and yield The reactants are O (H2O), C(=O)([O-])[O-].[K+].[K+] (K2CO3), IC (ICH3), C1=C(C=CC2=CC=CC=C12)NS(=O)(=O)C(C(=O)NC(C(=O)N1CCCC1)CC1=CC=C(C=C1)C#N)CC1=CC=CC=C1 (1-(2-[2-(2-naphthylsulphamoyl)-3-phenylpropionamido]-3-(4-cyanophenyl)propionyl)pyrrolidine). The solvent is C(Cl)Cl (CH2Cl2), CN(C=O)C (dimethylformamide). Reaction conditions: time 24 hour. Yields the product CN(S(=O)(=O)C(C(=O)NC(C(=O)N1CCCC1)CC1=CC=C(C=C1)C#N)CC1=CC=CC=C1)C1=CC2=CC=CC=C2C=C1 (1-(2-[2-(N-methyl-2-naphthylsulphamoyl)-3-phenylpropionamido]-3-(4-cyanophenyl)propionyl)pyrrolidine). The yield is 86.1%. As a reaction SMILES: [CH:1]1[C:10]2[C:5](=[CH:6][CH:7]=[CH:8][CH:9]=2)[CH:4]=[CH:3][C:2]=1[NH:11][S:12]([CH:15]([CH2:36][C:37]1[CH:42]=[CH:41][CH:40]=[CH:39][CH:38]=1)[C:16]([NH:18][CH:19]([CH2:27][C:28]1[CH:33]=[CH:32][C:31]([C:34]#[N:35])=[CH:30][CH:29]=1)[C:20]([N:22]1[CH2:26][CH2:25][CH2:24][CH2:23]1)=[O:21])=[O:17])(=[O:14])=[O:13].[C:43]([O-])([O-])=O.[K+].[K+].IC.O>CN(C)C=O.C(Cl)Cl>[CH3:43][N:11]([C:2]1[CH:3]=[CH:4][C:5]2[C:10](=[CH:9][CH:8]=[CH:7][CH:6]=2)[CH:1]=1)[S:12]([CH:15]([CH2:36][C:37]1[CH:38]=[CH:39][CH:40]=[CH:41][CH:42]=1)[C:16]([NH:18][CH:19]([CH2:27][C:28]1[CH:29]=[CH:30][C:31]([C:34]#[N:35])=[CH:32][CH:33]=1)[C:20]([N:22]1[CH2:26][CH2:25][CH2:24][CH2:23]1)=[O:21])=[O:17])(=[O:14])=[O:13] |f:1.2.3|. Procedure: 2 g of compound 4 are dissolved in 20 ml of dimethylformamide at 0° C. and 0.475 g of K2CO3 and 0.214 ml of ICH3 are added. After 24 hours at 5° C., 20 ml of H2O and 40 ml of CH2Cl2 are added. The organic phase decanted is washed, dried and concentrated to dryness. The residue is recrystallized from (CH3)2CHOH to give 1.76 g of final product which melts at 186° C.